Task: describe an organic reaction: reactants, conditions, products, and yield. Dataset: the Open Reaction Database (ORD), a public repository of structured organic reaction records Starting materials: [BH4-].[Na+] (sodium borohydride), C(C)(C)C1=CNC2=CC=C(C=C12)OC1=C(C=C(C=O)C=C1C(F)(F)F)C(F)(F)F (4-(3-Isopropyl-1H-indol-5-yloxy)-3,5-bis-trifluoromethyl-benzaldehyde). Run at time 1 hour. Reaction SMILES: [BH4-].[Na+].[CH:3]([C:6]1[C:14]2[C:9](=[CH:10][CH:11]=[C:12]([O:15][C:16]3[C:23]([C:24]([F:27])([F:26])[F:25])=[CH:22][C:19]([CH:20]=[O:21])=[CH:18][C:17]=3[C:28]([F:31])([F:30])[F:29])[CH:13]=2)[NH:8][CH:7]=1)([CH3:5])[CH3:4]>CO>[CH:3]([C:6]1[C:14]2[C:9](=[CH:10][CH:11]=[C:12]([O:15][C:16]3[C:23]([C:24]([F:25])([F:27])[F:26])=[CH:22][C:19]([CH2:20][OH:21])=[CH:18][C:17]=3[C:28]([F:31])([F:29])[F:30])[CH:13]=2)[NH:8][CH:7]=1)([CH3:5])[CH3:4] |f:0.1|. The solvent is CO (methanol). Yields the product C(C)(C)C1=CNC2=CC=C(C=C12)OC1=C(C=C(CO)C=C1C(F)(F)F)C(F)(F)F (4-(3-Isopropyl-1H-indol-5-yloxy)-3,5-bis-trifluoromethyl-benzyl alcohol). Procedure: 0.27 g (7.22 mmol) of sodium borohydride is added to a solution of 1.0 g (2.41 mmol) of aldehyde derivative from Example V in 20 ml of methanol in 4 portions at room temperature and the mixture is stirred for 1 hour. Afterwards the reaction solution is concentrated to one half, 60 ml of water are added and the mixture is concentrated until methanol is completely evaporated in a rotary evaporator. The aqueous phase is extracted three times with ethyl acetate, the combined organic phases are washe... Reactants: COC(=O)c1cc(Oc2ccc(C#N)c(Cl)c2)c2c(c1)OC(C)(C)C2, Cn1ccc(N)n1. The product is Cn1ccc(NC(=O)c2cc(Oc3ccc(C#N)c(Cl)c3)c3c(c2)OC(C)(C)C3)n1. As a reaction SMILES: [CH3:8][O:9][C:10](=[O:11])[c:12]1[cH:13][c:14]2[c:15]([c:21]([O:23][c:24]3[cH:25][c:26]([Cl:32])[c:27]([C:30]#[N:31])[cH:28][cH:29]3)[cH:22]1)[CH2:16][C:17]([CH3:19])([CH3:20])[O:18]2.[NH2:1][c:2]1[n:3][n:4]([CH3:7])[cH:5][cH:6]1>>[NH:1]([c:2]1[n:3][n:4]([CH3:7])[cH:5][cH:6]1)[C:10](=[O:9])[c:12]1[cH:13][c:14]2[c:15]([c:21]([O:23][c:24]3[cH:25][c:26]([Cl:32])[c:27]([C:30]#[N:31])[cH:28][cH:29]3)[cH:22]1)[CH2:16][C:17]([CH3:19])([CH3:20])[O:18]2. Starting materials: CC(=O)O, CN(C)CN(C)C, [Na+], [OH-], OCc1ccco1. The product is CN(C)Cc1ccc(CO)o1. RXN SMILES: [CH3:17][C:18](=[O:19])[OH:20].[CH3:8][N:9]([CH3:10])[CH2:11][N:12]([CH3:13])[CH3:14].[Na+:16].[OH-:15].[OH:1][CH2:2][c:3]1[cH:4][cH:5][cH:6][o:7]1>>[OH:1][CH2:2][c:3]1[cH:4][cH:5][c:6]([CH2:11][N:9]([CH3:8])[CH3:10])[o:7]1. The reactants are CN1C(=O)COc2cc(F)c(N3C(=O)C4=C(CCCC4)C3=O)c(N)c21, C1COCCO1, O=C(Cl)c1ccc2ccccc2c1. Product: CN1C(=O)COc2cc(F)c(N3C(=O)C4=C(CCCC4)C3=O)c(NC(=O)c3ccc4ccccc4c3)c21. RXN SMILES: [NH2:1][c:2]1[c:3]([N:15]2[C:16](=[O:25])[C:17]3=[C:22]([CH2:21][CH2:20][CH2:19][CH2:18]3)[C:23]2=[O:24])[c:4]([F:14])[cH:5][c:6]2[c:7]1[N:8]([CH3:13])[C:9](=[O:12])[CH2:10][O:11]2.[O:39]1[CH2:40][CH2:41][O:42][CH2:43][CH2:44]1.[cH:26]1[c:27]([C:36](=[O:37])[Cl:38])[cH:28][cH:29][c:30]2[cH:31][cH:32][cH:33][cH:34][c:35]12>>[NH:1]([c:2]1[c:3]([N:15]2[C:16](=[O:25])[C:17]3=[C:22]([CH2:21][CH2:20][CH2:19][CH2:18]3)[C:23]2=[O:24])[c:4]([F:14])[cH:5][c:6]2[c:7]1[N:8]([CH3:13])[C:9](=[O:12])[CH2:10][O:11]2)[C:36]([c:27]1[cH:26][c:35]2[c:30]([cH:29][cH:28]1)[cH:31][cH:32][cH:33][cH:34]2)=[O:37]. Reactants: C1(=CC=CC=C1)C1CCN(CC1)CC1CNCC1C1=CC=CC=C1 (3-(SR)-((4-phenyl)piperidin-1-yl)methyl-4-(SR)-phenylpyrrolidine), ClC=1SC2=C(N1)C=CC=C2 ((2-chloro)benzothiazole), C(=O)([O-])[O-].[K+].[K+] (K2CO3). The solvent is CN(C)C=O (DMF). Reaction conditions: temperature 80 celsius. The product is S1C(=NC2=C1C=CC=C2)N2CC(C(C2)C2=CC=CC=C2)CN2CCC(CC2)C2=CC=CC=C2 (1-(Benzothiazol-2-yl)-3-(SR)-((4-phenyl)piperidin-1-yl)methyl-4-(SR)-phenylpyrrolidine). The yield is 22.0%. RXN SMILES: [C:1]1([CH:7]2[CH2:12][CH2:11][N:10]([CH2:13][CH:14]3[CH:18]([C:19]4[CH:24]=[CH:23][CH:22]=[CH:21][CH:20]=4)[CH2:17][NH:16][CH2:15]3)[CH2:9][CH2:8]2)[CH:6]=[CH:5][CH:4]=[CH:3][CH:2]=1.Cl[C:26]1[S:27][C:28]2[CH:34]=[CH:33][CH:32]=[CH:31][C:29]=2[N:30]=1.C([O-])([O-])=O.[K+].[K+]>CN(C=O)C>[S:27]1[C:28]2[CH:34]=[CH:33][CH:32]=[CH:31][C:29]=2[N:30]=[C:26]1[N:16]1[CH2:17][CH:18]([C:19]2[CH:20]=[CH:21][CH:22]=[CH:23][CH:24]=2)[CH:14]([CH2:13][N:10]2[CH2:9][CH2:8][CH:7]([C:1]3[CH:2]=[CH:3][CH:4]=[CH:5][CH:6]=3)[CH2:12][CH2:11]2)[CH2:15]1 |f:2.3.4|. Procedure: A mixture of 54 mg (0.16 mmol) of 3-(SR)-((4-phenyl)piperidin-1-yl)methyl-4-(SR)-phenylpyrrolidine (from Example 30, Step A), 53 mg (0.31 mmol) of (2-chloro)benzothiazole and 65 mg (0.47 mmol) of K2CO3 in 3 mL of DMF was heated at 80° C. for 1 h. The reaction mixture was cooled, partitioned between 25 mL of ether and 15 mL of H2O and the layers were separated. The organic layer was dried over MgSO4 and concentrated in vacuo. Flash chromatography on 15 g of silica gel using 1:1 v/v hexnaes/EtOAc ... Starting materials: CS(=O)(=O)c1ncc2c(n1)N(c1ccccc1)C(=O)N(c1c(Cl)cccc1Cl)C2, ClCCl, NC1CCCCC1. Yields the product O=C1N(c2c(Cl)cccc2Cl)Cc2cnc(NC3CCCCC3)nc2N1c1ccccc1. RXN SMILES: [Cl:1][c:2]1[c:3]([N:9]2[C:10](=[O:29])[N:11]([c:23]3[cH:24][cH:25][cH:26][cH:27][cH:28]3)[c:12]3[n:13][c:14]([S:19]([CH3:20])(=[O:21])=[O:22])[n:15][cH:16][c:17]3[CH2:18]2)[c:4]([Cl:8])[cH:5][cH:6][cH:7]1.[Cl:37][CH2:38][Cl:39].[NH2:30][CH:31]1[CH2:32][CH2:33][CH2:34][CH2:35][CH2:36]1>>[Cl:1][c:2]1[c:3]([N:9]2[C:10](=[O:29])[N:11]([c:23]3[cH:24][cH:25][cH:26][cH:27][cH:28]3)[c:12]3[n:13][c:14]([NH:30][CH:31]4[CH2:32][CH2:33][CH2:34][CH2:35][CH2:36]4)[n:15][cH:16][c:17]3[CH2:18]2)[c:4]([Cl:8])[cH:5][cH:6][cH:7]1. As a reaction SMILES: [C:1]([C:4]1[CH:13]=[C:12](O)[C:11]2[C:6](=[CH:7][C:8]([CH3:15])=[CH:9][CH:10]=2)[N:5]=1)([OH:3])=[O:2].P(Cl)(Cl)(Cl)(Cl)[Cl:17].[OH-].[Na+].[OH-].[K+]>O=P(Cl)(Cl)Cl>[C:1]([C:4]1[CH:13]=[C:12]([Cl:17])[C:11]2[C:6](=[CH:7][C:8]([CH3:15])=[CH:9][CH:10]=2)[N:5]=1)([OH:3])=[O:2] |f:2.3,4.5|. Isolated yield 49.2%. The reactants are C(=O)(O)C1=NC2=CC(=CC=C2C(=C1)O)C (2-carboxy-7-methyl-4-hydroxyquinoline), P(Cl)(Cl)(Cl)(Cl)Cl (PCl5), [OH-].[K+] (KOH), [OH-].[Na+] (NaOH). Procedure: To 20 mL POCl3 was added 2-carboxy-7-methyl-4-hydroxyquinoline (2.5 g, 12.3 mmol) and PCl5 (11.5 g, 55 mmol). The mixture was heated to 130° C. for 3 hours. The reaction mixture was cooled and poured onto ice. The solution was neutralized with solid NaOH and adjusted to pH 11 with solid KOH. The tan precipitate was filtered, slurried in 250 mL water and adjusted to pH 2 with concentrated HCl. The resultant solid was filtered and dried to afford 2-carboxy-7-methyl-4-chloroquinoline (1.34 g, 50%). Solvent: O=P(Cl)(Cl)Cl (POCl3). Product: C(=O)(O)C1=NC2=CC(=CC=C2C(=C1)Cl)C (2-carboxy-7-methyl-4-chloroquinoline). Run at temperature 130 celsius.